Dataset: the Open Reaction Database (ORD), a public repository of structured organic reaction records. Task: describe an organic reaction: reactants, conditions, products, and yield Reactants: ClC=1C(=NC=C(C1)C(F)(F)F)C1=CC=C2N(CC(NC2=C1)=O)C (7-(3-chloro-5-trifluoromethylpyridin-2yl)-1,2,3,4-tetrahydro-4-methylquinoxalin-2-one), [H-].[Na+] (sodium hydride), ice water, C(C#C)Br (propargyl bromide). The solvent is CN(C=O)C (dimethylformamide), CN(C=O)C (dimethylformamide). Run at time 15 minute. The product is ClC=1C(=NC=C(C1)C(F)(F)F)C1=CC=C2N(CC(N(C2=C1)CC#C)=O)C (7-(3-Chloro-5-trifluoromethylpyridin-2-yl)-1,2,3,4-tetrahydro-4-methyl-1-(2-propyn-1yl)quinoxalin-2-one). Reaction SMILES: [Cl:1][C:2]1[C:3]([C:12]2[CH:21]=[C:20]3[C:15]([N:16]([CH3:23])[CH2:17][C:18](=[O:22])[NH:19]3)=[CH:14][CH:13]=2)=[N:4][CH:5]=[C:6]([C:8]([F:11])([F:10])[F:9])[CH:7]=1.[H-].[Na+].[CH2:26](Br)[C:27]#[CH:28]>CN(C)C=O>[Cl:1][C:2]1[C:3]([C:12]2[CH:21]=[C:20]3[C:15]([N:16]([CH3:23])[CH2:17][C:18](=[O:22])[N:19]3[CH2:28][C:27]#[CH:26])=[CH:14][CH:13]=2)=[N:4][CH:5]=[C:6]([C:8]([F:9])([F:11])[F:10])[CH:7]=1 |f:1.2|. Procedure: A solution of 2.0 g of 7-(3-chloro-5-trifluoromethylpyridin-2yl)-1,2,3,4-tetrahydro-4-methylquinoxalin-2-one in 35 ml of dimethylformamide was added dropwise to a suspension of 0.2 g of 80% strength by weight sodium hydride in 35 ml of anhydrous dimethylformamide. After stirring for 15 minutes, 0.73 g of propargyl bromide was added to the reaction mixture. After 18 hours at 23° C., the reaction mixture was poured into 300 ml of ice water and extracted three times with 100 ml of tert-butyl methyl... Reactants: C(C)(C)N1[C@H]2[C@H](OCC1=O)C1=C(OCC2)C=CC(=C1)F (trans-4a,5,6,11b-tetrahydro-4-isopropyl-10-fluoro-2H-[1]benzoxepino[5,4-b]-1,4-oxazin-3(4H)-one), CS(=O)(=O)O (methanesulfonic acid), [H-].[Al+3].[Li+].[H-].[H-].[H-] (lithium aluminum hydride), [OH-].[Na+] (sodium hydroxide). Run in CCOCC (ether), O1CCCC1 (tetrahydrofuran), CCOCC (ether). Run at time 16 hour. Product: CS(=O)(=O)O.FC=1C=CC2=C(C1)[C@H]1OCCN([C@@H]1CCO2)C(C)C (trans-10-fluoro-4-isopropyl-3,4,4a,5,6,11b-hexahydro-2H-[1]benzoxepino[5,4-b]-1,4-oxazine methanesulfonate). Reaction SMILES: [H-].[Al+3].[Li+].[H-].[H-].[H-].[CH:7]([N:10]1[C:15](=O)[CH2:14][O:13][C@@H:12]2[C:17]3[CH:25]=[C:24]([F:26])[CH:23]=[CH:22][C:18]=3[O:19][CH2:20][CH2:21][C@@H:11]12)([CH3:9])[CH3:8].[OH-].[Na+].[CH3:29][S:30]([OH:33])(=[O:32])=[O:31]>O1CCCC1.CCOCC>[CH3:29][S:30]([OH:33])(=[O:32])=[O:31].[F:26][C:24]1[CH:23]=[CH:22][C:18]2[O:19][CH2:20][CH2:21][C@@H:11]3[C@H:12]([O:13][CH2:14][CH2:15][N:10]3[CH:7]([CH3:9])[CH3:8])[C:17]=2[CH:25]=1 |f:0.1.2.3.4.5,7.8,12.13|. Procedure: To a suspension of 2.1 g of lithium aluminum hydride in 200 ml of tetrahydrofuran was added 6.06 g of trans-4a,5,6,11b-tetrahydro-4-isopropyl-10-fluoro-2H-[1]benzoxepino[5,4-b]-1,4-oxazin-3(4H)-one in portions and the mixture was then refluxed for about one hour. The mixture was then cooled in ice, decomposed by the addition of 6 ml of 10% aqueous sodium hydroxide solution, and stirred for 16 hours. The solids present in the reaction mixture were separated by filtration and washed with water and... The reactants are CC(=O)OI1(C=2C=CC=CC2C(=O)O1)(OC(=O)C)OC(=O)C (Dess-Martin reagent), COC=1C=C(C=CC1N1N=C(N=C1)C)C#CCCCCO (6-[3-methoxy-4-(3-methyl-1H-1,2,4-triazol-1-yl)phenyl]hex-5-yn-1-ol), C(O)([O-])=O.[Na+] (sodium hydrogen carbonate), S(=S)(=O)([O-])[O-].[Na+].[Na+] (sodium thiosulfate). The solvent is C(C)#N (acetonitrile). Conditions: time 1 hour. The product is COC=1C=C(C=CC1N1N=C(N=C1)C)C#CCCCC=O (6-[3-methoxy-4-(3-methyl-1H-1,2,4-triazol-1-yl)phenyl]hex-5-ynal). Yield: 75.9%. Reaction SMILES: CC(OI1(OC(C)=O)(OC(C)=O)OC(=O)C2C=CC=CC1=2)=O.[CH3:23][O:24][C:25]1[CH:26]=[C:27]([C:37]#[C:38][CH2:39][CH2:40][CH2:41][CH2:42][OH:43])[CH:28]=[CH:29][C:30]=1[N:31]1[CH:35]=[N:34][C:33]([CH3:36])=[N:32]1.C(=O)([O-])O.[Na+].S([O-])([O-])(=O)=S.[Na+].[Na+]>C(#N)C>[CH3:23][O:24][C:25]1[CH:26]=[C:27]([C:37]#[C:38][CH2:39][CH2:40][CH2:41][CH:42]=[O:43])[CH:28]=[CH:29][C:30]=1[N:31]1[CH:35]=[N:34][C:33]([CH3:36])=[N:32]1 |f:2.3,4.5.6|. Procedure: Dess-Martin reagent (4.99 g) was added to a mixture of 6-[3-methoxy-4-(3-methyl-1H-1,2,4-triazol-1-yl)phenyl]hex-5-yn-1-ol (2.80 g) in acetonitrile (30 mL) under ice-cooling, and the mixture was stirred at room temperature for 1 hr. Saturated aqueous sodium hydrogen carbonate solution and saturated aqueous sodium thiosulfate solution were added, and the mixture was extracted with ethyl acetate. The extract was washed with saturated brine, and dried over anhydrous sodium sulfate, and the solvent ... Reactants: O=C([O-])[O-], CCOC(OCC)c1ccc(C2c3n[nH]c(=O)c4cccc(c34)NC2c2ccccc2)cc1, Cl, [K+], [K+]. Product: O=Cc1ccc(C2c3n[nH]c(=O)c4cccc(c34)NC2c2ccccc2)cc1. RXN SMILES: [C:34](=[O:35])([O-:36])[O-:37].[CH2:1]([O:3][CH:4]([O:2][CH2:31][CH3:32])[c:5]1[cH:6][cH:7][c:8]([CH:11]2[CH:12]([c:25]3[cH:26][cH:27][cH:28][cH:29][cH:30]3)[NH:13][c:14]3[c:15]4[c:16]2[n:17][nH:18][c:19](=[O:24])[c:20]4[cH:21][cH:22][cH:23]3)[cH:9][cH:10]1)[CH3:33].[ClH:40].[K+:38].[K+:39]>>[O:3]=[CH:4][c:5]1[cH:6][cH:7][c:8]([CH:11]2[CH:12]([c:25]3[cH:26][cH:27][cH:28][cH:29][cH:30]3)[NH:13][c:14]3[c:15]4[c:16]2[n:17][nH:18][c:19](=[O:24])[c:20]4[cH:21][cH:22][cH:23]3)[cH:9][cH:10]1. Reactants: CCO, [Cl-], COCCN(Cc1ccc(-c2cc3nccc(Oc4ccc([N+](=O)[O-])cc4F)c3s2)nc1)C(=O)OC(C)(C)C, [Fe], [NH4+], O. Product: COCCN(Cc1ccc(-c2cc3nccc(Oc4ccc(N)cc4F)c3s2)nc1)C(=O)OC(C)(C)C. RXN SMILES: [CH3:43][CH2:44][OH:45].[Cl-:40].[F:1][c:2]1[c:3]([O:4][c:5]2[c:6]3[c:7]([n:8][cH:9][cH:10]2)[cH:11][c:12](-[c:14]2[cH:15][cH:16][c:17]([CH2:20][N:21]([C:22]([O:23][C:24]([CH3:25])([CH3:26])[CH3:27])=[O:28])[CH2:29][CH2:30][O:31][CH3:32])[cH:18][n:19]2)[s:13]3)[cH:33][cH:34][c:35]([N+:37]([O-:38])=[O:39])[cH:36]1.[Fe:42].[NH4+:41].[OH2:46]>>[F:1][c:2]1[c:3]([O:4][c:5]2[c:6]3[c:7]([n:8][cH:9][cH:10]2)[cH:11][c:12](-[c:14]2[cH:15][cH:16][c:17]([CH2:20][N:21]([C:22]([O:23][C:24]([CH3:25])([CH3:26])[CH3:27])=[O:28])[CH2:29][CH2:30][O:31][CH3:32])[cH:18][n:19]2)[s:13]3)[cH:33][cH:34][c:35]([NH2:37])[cH:36]1. Starting materials: O (water), [Br-].BrC1=CC=C(C[P+](C2=CC=CC=C2)(C2=CC=CC=C2)C2=CC=CC=C2)C=C1 ((4-bromobenzyl)triphenylphosphonium bromide), [H-].[Na+] (NaH), ClC1=CC=C(C=O)C=C1 (4-chlorobenzaldehyde). Solvent: CCOCC (Et2O), CN(C)C=O (DMF). Reaction conditions: temperature 0 celsius, time 1 hour. The product is BrC1=CC=C(C=C1)C=CC1=CC=C(C=C1)Cl (1-bromo-4-[2-(4-chlorophenyl)vinyl]benzene). Isolated yield 73.4%. Reaction SMILES: [Br-].[Br:2][C:3]1[CH:28]=[CH:27][C:6]([CH2:7][P+](C2C=CC=CC=2)(C2C=CC=CC=2)C2C=CC=CC=2)=[CH:5][CH:4]=1.[H-].[Na+].[Cl:31][C:32]1[CH:39]=[CH:38][C:35]([CH:36]=O)=[CH:34][CH:33]=1.O>CN(C=O)C.CCOCC>[Br:2][C:3]1[CH:4]=[CH:5][C:6]([CH:7]=[CH:36][C:35]2[CH:38]=[CH:39][C:32]([Cl:31])=[CH:33][CH:34]=2)=[CH:27][CH:28]=1 |f:0.1,2.3|. Procedure details: To a solution of (4-bromobenzyl)triphenylphosphonium bromide (396 g; 0.77 mol) in 2.5 L of DMF at 0° C., was added 37 g (0.92 mol) of NaH (60% in oil) in four portions. The solution was stirred 1 hr at 0° C. followed by the addition of 109 g (0.77 mol) of 4-chlorobenzaldehyde in two portions. This mixture was warmed up to room temperature, stirred 1 hr and quench by pouring the reaction into a 5° C. mixture of 10 L of water and 2.5 L of Et2O. Aqueous layer was extracted with Et2O, combined organ... Starting materials: 4b, ClC1=CC=C(C=N1)S(=O)(=O)N1C[C@]2(CC3=C(C=C2CC1)N(N=C3)C3=CC=C(C=C3)F)COC ((R)-6-(6-chloropyridine-3-sulfonyl)-1-(4-fluorophenyl)-4a-methoxymethyl-4,4a,5,6,7,8-hexahydro-1H-1,2,6-triazacyclopenta[b]naphthalene), CNC (dimethylamine). The product is CN(C1=CC=C(C=N1)S(=O)(=O)N1C[C@]2(CC3=C(C=C2CC1)N(N=C3)C3=CC=C(C=C3)F)COC)C ((R)-6-[[6-Dimethylamino-3-pyridinyl]sulfonyl]-1-(4-fluorophenyl)-4a-methoxymethyl-1,4,7,8-tetrahydro-1,2,6-triazacyclopenta[b]naphthalene). As a reaction SMILES: Cl[C:2]1[N:7]=[CH:6][C:5]([S:8]([N:11]2[CH2:20][CH2:19][C:18]3[C@:13]([CH2:31][O:32][CH3:33])([CH2:14][C:15]4[CH:23]=[N:22][N:21]([C:24]5[CH:29]=[CH:28][C:27]([F:30])=[CH:26][CH:25]=5)[C:16]=4[CH:17]=3)[CH2:12]2)(=[O:10])=[O:9])=[CH:4][CH:3]=1.[CH3:34][NH:35][CH3:36]>>[CH3:34][N:35]([CH3:36])[C:2]1[N:7]=[CH:6][C:5]([S:8]([N:11]2[CH2:20][CH2:19][C:18]3[C@:13]([CH2:31][O:32][CH3:33])([CH2:14][C:15]4[CH:23]=[N:22][N:21]([C:24]5[CH:29]=[CH:28][C:27]([F:30])=[CH:26][CH:25]=5)[C:16]=4[CH:17]=3)[CH2:12]2)(=[O:10])=[O:9])=[CH:4][CH:3]=1. Procedure details: The title compound was prepared by the method of Preparation 4b using (R)-6-(6-chloropyridine-3-sulfonyl)-1-(4-fluorophenyl)-4a-methoxymethyl-4,4a,5,6,7,8-hexahydro-1H-1,2,6-triazacyclopenta[b]naphthalene and dimethylamine. LCMS (Method C): 498 (M+H)+, Retention time 11.4 minutes. Starting materials: C(CCC)C=1NC(C=C(C(=O)O)C1)=O (6-butyl-2-oxo-1,2-dihydro-isonicotinic acid). The reagents and catalysts are [Cu-]=O (copper(I) oxide). Solvent: N1=CC=CC2=CC=CC=C12 (quinoline). Product: C(CCC)C1=CC=CC(N1)=O (6-Butyl-pyrid-2(1H)-one). Reaction SMILES: [CH2:1]([C:5]1[NH:6][C:7](=[O:14])[CH:8]=[C:9]([CH:13]=1)C(O)=O)[CH2:2][CH2:3][CH3:4]>N1C2C(=CC=CC=2)C=CC=1.[Cu-]=O>[CH2:1]([C:5]1[NH:6][C:7](=[O:14])[CH:8]=[CH:9][CH:13]=1)[CH2:2][CH2:3][CH3:4]. Reported procedure: 4.9 g (25 mmol) of 6-butyl-2-oxo-1,2-dihydro-isonicotinic acid are refluxed for 1.5 h with 1.79 g (12.5 mmol) of copper(I) oxide in 50 ml of quinoline (237° C). After filtering off, the volatile constituents are removed by distillation in vacuo (110° C. at 17 mbar, then 67° C. at 9 mbar). The residue is chromatographed twice on silica gel using dichloromethane/methanol (40:1) → (20:1) and the product is stirred in petroleum ether.